Dataset: the Open Reaction Database (ORD), a public repository of structured organic reaction records. Task: describe an organic reaction: reactants, conditions, products, and yield The reactants are BrC=1C(=C2CCC(N(C2=CC1)C(C)=O)C)OC1=CC=CC=C1 (rac-1-(6-bromo-2-methyl-5-phenoxy-3,4-dihydroquinolin-1(2H)-yl)ethanone), CS(=O)(=O)C1=CC=C(C=C1)B(O)O (4-(methylsulfonyl)phenylboronic acid), C([O-])(O)=O.[Na+] (sodium bicarbonate). The reagents and catalysts are Cl[Pd]([P](C1=CC=CC=C1)(C2=CC=CC=C2)C3=CC=CC=C3)([P](C4=CC=CC=C4)(C5=CC=CC=C5)C6=CC=CC=C6)Cl (bis(triphenylphosphine)palladium(II) chloride). The solvent is O1CCOCC1 (1,4-dioxane). Run at temperature 80 celsius. Product: CC1N(C2=CC=C(C(=C2CC1)OC1=CC=CC=C1)C1=CC=C(C=C1)S(=O)(=O)C)C(C)=O (rac-1-(2-methyl-6-(4-(methylsulfonyl)phenyl)-5-phenoxy-3,4-dihydroquinolin-1(2H)-yl)ethanone). RXN SMILES: Br[C:2]1[C:3]([O:16][C:17]2[CH:22]=[CH:21][CH:20]=[CH:19][CH:18]=2)=[C:4]2[C:9](=[CH:10][CH:11]=1)[N:8]([C:12](=[O:14])[CH3:13])[CH:7]([CH3:15])[CH2:6][CH2:5]2.[CH3:23][S:24]([C:27]1[CH:32]=[CH:31][C:30](B(O)O)=[CH:29][CH:28]=1)(=[O:26])=[O:25].C(=O)(O)[O-].[Na+]>Cl[Pd](Cl)([P](C1C=CC=CC=1)(C1C=CC=CC=1)C1C=CC=CC=1)[P](C1C=CC=CC=1)(C1C=CC=CC=1)C1C=CC=CC=1.O1CCOCC1>[CH3:15][CH:7]1[CH2:6][CH2:5][C:4]2[C:9](=[CH:10][CH:11]=[C:2]([C:30]3[CH:31]=[CH:32][C:27]([S:24]([CH3:23])(=[O:26])=[O:25])=[CH:28][CH:29]=3)[C:3]=2[O:16][C:17]2[CH:22]=[CH:21][CH:20]=[CH:19][CH:18]=2)[N:8]1[C:12](=[O:14])[CH3:13] |f:2.3,^1:43,62|. Procedure details: A screw-cap vial equipped with a magnetic stir bar was charged with rac-1-(6-bromo-2-methyl-5-phenoxy-3,4-dihydroquinolin-1(2H)-yl)ethanone (0.024 g, 0.067 mmol), 4-(methylsulfonyl)phenylboronic acid (0.020 g, 0.100 mmol), 1,4-dioxane (0.67 mL), 1.0 M aqueous sodium bicarbonate (0.200 mL, 0.200 mmol), and bis(triphenylphosphine)palladium(II) chloride (4.7 mg, 6.7 μmol). The vial was flushed with nitrogen and then capped. The reaction mixture was then heated to 80° C. for 3 h and then cooled to r... Starting materials: C(C)(=O)OCC1=C(C=CC=C1C1=CN(C(=C1)C(N)=O)C)N1C(C2=CC=C(C=C2CN1C)C(C)(C)C)=O (2-(6-tert-butyl-3-methyl-1-oxo-3,4-dihydrophthalazin-2(1H)-yl)-6-(5-carbamoyl-1-methyl-1H-pyrrol-3-yl)benzyl acetate), [OH-].[Na+] (NaOH). Run in C(=O)(O)[O-].[Na+] (NaHCO3), ClCCl (dichloromethane), O1CCCC1 (tetrahydrofuran). Reaction conditions: temperature 60 celsius. Product: C(C)(C)(C)C=1C=C2CN(N(C(C2=CC1)=O)C=1C(=C(C=CC1)C=1C=C(N(C1)C)C(=O)N)CO)C (4-[3-(6-tert-Butyl-3-methyl-1-oxo-3,4-dihydro-1H-phthalazin-2-yl)-2-hydroxymethyl-phenyl]-1-methyl-1H-pyrrole-2-carboxylic acid amide). Yield: 98.9%. RXN SMILES: C([O:4][CH2:5][C:6]1[C:11]([C:12]2[CH:16]=[C:15]([C:17](=[O:19])[NH2:18])[N:14]([CH3:20])[CH:13]=2)=[CH:10][CH:9]=[CH:8][C:7]=1[N:21]1[N:30]([CH3:31])[CH2:29][C:28]2[C:23](=[CH:24][CH:25]=[C:26]([C:32]([CH3:35])([CH3:34])[CH3:33])[CH:27]=2)[C:22]1=[O:36])(=O)C.[OH-].[Na+]>O1CCCC1.C([O-])(O)=O.[Na+].ClCCl>[C:32]([C:26]1[CH:27]=[C:28]2[C:23](=[CH:24][CH:25]=1)[C:22](=[O:36])[N:21]([C:7]1[C:6]([CH2:5][OH:4])=[C:11]([C:12]3[CH:16]=[C:15]([C:17]([NH2:18])=[O:19])[N:14]([CH3:20])[CH:13]=3)[CH:10]=[CH:9][CH:8]=1)[N:30]([CH3:31])[CH2:29]2)([CH3:35])([CH3:33])[CH3:34] |f:1.2,4.5|. Reported procedure: To 2-(6-tert-butyl-3-methyl-1-oxo-3,4-dihydrophthalazin-2(1H)-yl)-6-(5-carbamoyl-1-methyl-1H-pyrrol-3-yl)benzyl acetate (31 mg, 63.4 μmol, Eq: 1.00) in tetrahydrofuran was added NaOH (1.0 M (aqueous) 1.0 mL, 1.00 mmol, Eq: 15.8). The reaction mixture heated at 60° C. for 4 h. The mixture was cooled to room temperature. The solution was diluted with sat NaHCO3 (aqueous) and dichloromethane. The layers were separated. The aqueous layer was extracted once with dichloromethane. The organic extracts ... The reactants are NS(=O)(=O)C=1C(=CC(=C(C(=O)OCCCOC(CCC(=O)Cl)=O)C1)NCC=1OC=CC1)Cl (4-(3-(5-(aminosulfonyl)-4-chloro-2-[(2-furanylmethyl)amino]benzoyloxy)propoxy)(4-oxo)butanoyl chloride), C=O (paraformaldehyde), ClCCl (dichloromethane). Run at temperature 90 celsius. Product: NS(=O)(=O)C=1C(=CC(=C(C(=O)OCCCOC(CCC(=O)OCCl)=O)C1)NCC=1OC=CC1)Cl (chloromethyl 4-(3-(5-(aminosulfonyl)-4-chloro-2-[(2-furanylmethyl)amino]benzoyloxy)propoxy)(4-oxo)butanoate). RXN SMILES: [NH2:1][S:2]([C:5]1[C:6]([Cl:32])=[CH:7][C:8]([NH:25][CH2:26][C:27]2[O:28][CH:29]=[CH:30][CH:31]=2)=[C:9]([CH:24]=1)[C:10]([O:12][CH2:13][CH2:14][CH2:15][O:16][C:17](=[O:23])[CH2:18][CH2:19][C:20](Cl)=[O:21])=[O:11])(=[O:4])=[O:3].C=[O:34].Cl[CH2:36][Cl:37]>>[NH2:1][S:2]([C:5]1[C:6]([Cl:32])=[CH:7][C:8]([NH:25][CH2:26][C:27]2[O:28][CH:29]=[CH:30][CH:31]=2)=[C:9]([CH:24]=1)[C:10]([O:12][CH2:13][CH2:14][CH2:15][O:16][C:17](=[O:23])[CH2:18][CH2:19][C:20]([O:34][CH2:36][Cl:37])=[O:21])=[O:11])(=[O:3])=[O:4]. Procedure: A mixture of 4-(3-(5-(aminosulfonyl)-4-chloro-2-[(2-furanylmethyl)amino]benzoyloxy)propoxy)(4-oxo)butanoyl chloride (813) (0.040 mole) and paraformaldehyde (0.040 mole) is heated in a sealed vessel at 90° C. for 3 hours. The reaction is cooled, and the solids are dissolved in dichloromethane. The solution is washed with 5% aqueous sodium bicarbonate, with water, and then with a saturated sodium chloride solution. The organic layer is dried over sodium sulfate, filtered and concentrated in vacuo ... Starting materials: COCCOC, C[Si](C)(C)C(F)(F)F, COC(=O)c1cnccn1, CCCCCC, ClCCl, [Cs+], [F-]. The product is O=C(c1cnccn1)C(F)(F)F. Reaction SMILES: [CH3:11][O:12][CH2:13][CH2:14][O:15][CH3:16].[CH3:17][Si:18]([CH3:19])([CH3:20])[C:21]([F:22])([F:23])[F:24].[CH3:1][O:2][C:3](=[O:4])[c:5]1[n:6][cH:7][cH:8][n:9][cH:10]1.[CH3:27][CH2:28][CH2:29][CH2:30][CH2:31][CH3:32].[Cl:33][CH2:34][Cl:35].[Cs+:26].[F-:25]>>[C:3](=[O:4])([c:5]1[n:6][cH:7][cH:8][n:9][cH:10]1)[C:21]([F:22])([F:23])[F:24]. Starting materials: FC(C(=O)O)(F)F.FC(C(=O)O)(F)F.ClC=1C=NC=2NC=3C=CC=C(CCC4=CC(=CC(NC1N2)=C4)N)C3 (6-chloro-2,4,8,22-tetraazatetracyclo[14.3.1.1(3,7).1(9,13)]docosa-1(20),3(22),4,6,9(21),10,12,16,18-nonaen-11-amine bis(trifluoroacetate)), O1N=CC=C1C(=O)Cl (isoxazole-5-carbonyl chloride). The product is FC(C(=O)O)(F)F.ClC=1C=NC=2NC=3C=CC=C(CCC4=CC(=CC(NC1N2)=C4)NC(=O)C4=CC=NO4)C3 (N-[6-Chloro-2,4,8,22-tetraazatetracyclo[14.3.1.1(3,7).1(9,13)]docosa-1(20),3(22),4,6,9(21),10,12,16,18-nonaen-11-yl]isoxazole-5-carboxamide trifluoroacetate). The yield is 45.0%. Reaction SMILES: [F:1][C:2]([F:7])([F:6])[C:3]([OH:5])=[O:4].FC(F)(F)C(O)=O.[Cl:15][C:16]1[CH:17]=[N:18][C:19]2[NH:20][C:21]3[CH:22]=[CH:23][CH:24]=[C:25]([CH:38]=3)[CH2:26][CH2:27][C:28]3[CH:36]=[C:32]([NH:33][C:34]=1[N:35]=2)[CH:31]=[C:30]([NH2:37])[CH:29]=3.[O:39]1[C:43]([C:44](Cl)=[O:45])=[CH:42][CH:41]=[N:40]1>>[F:1][C:2]([F:7])([F:6])[C:3]([OH:5])=[O:4].[Cl:15][C:16]1[CH:17]=[N:18][C:19]2[NH:20][C:21]3[CH:22]=[CH:23][CH:24]=[C:25]([CH:38]=3)[CH2:26][CH2:27][C:28]3[CH:36]=[C:32]([NH:33][C:34]=1[N:35]=2)[CH:31]=[C:30]([NH:37][C:44]([C:43]1[O:39][N:40]=[CH:41][CH:42]=1)=[O:45])[CH:29]=3 |f:0.1.2,4.5|. Reported procedure: The desired compound was prepared according to the procedure of Example B26, using 6-chloro-2,4,8,22-tetraazatetracyclo[14.3.1.1(3,7).1(9,13)]docosa-1(20),3(22),4,6,9(21),10,12,16,18-nonaen-11-amine bis(trifluoroacetate) and isoxazole-5-carbonyl chloride as the starting materials in 45% yield. LCMS for C22H18ClN6O2(M+H)+: m/z=433.1. 1H NMR (400 MHz, DMSO-d6): δ 10.65 (s, 1H), 9.52 (s, 1H), 9.49 (s, 1H), 8.75 (d, 1H), 8.12 (s, 1H), 7.84 (m, 1H), 7.56 (m, 1H), 7.48 (m, 1H), 7.27 (m, 1H), 7.20 (d, ... The reactants are CC=1C(=NC=CC1)C(=O)N (3-methyl-2-pyridinecarboxamide), B(F)(F)F.CCOCC (BF3.OEt2), O1CCCC1 (tetrahydrofuran), NC1=CC=CC=C1 (aniline). The solvent is O (water). Conditions: time 5 minute. Product: C1(=CC=CC=C1)NC(=O)C1=NC=CC=C1C (N-phenyl-3-methyl-2-pyridinecarboxamide). Yield: 354.5%. Reaction SMILES: [CH3:1][C:2]1[C:3]([C:8]([NH2:10])=[O:9])=[N:4][CH:5]=[CH:6][CH:7]=1.B(F)(F)F.CCOCC.O1CCCC1.N[C:26]1[CH:31]=[CH:30][CH:29]=[CH:28][CH:27]=1>O>[C:26]1([NH:10][C:8]([C:3]2[C:2]([CH3:1])=[CH:7][CH:6]=[CH:5][N:4]=2)=[O:9])[CH:31]=[CH:30][CH:29]=[CH:28][CH:27]=1 |f:1.2|. Procedure details: To 3-methyl-2-pyridinecarboxamide (15.0 o, 0.11 mole) are added BF3.OEt2 (14.0 mL, 0.11 mole) and tetrahydrofuran (75 mL). After about 5 minutes, aniline (10.3 g, 0.11 mole) is slowly added and the solution is heated at reflux for 5 hours. The reaction is cooled and diluted with water and the oroduct is extracted into ethyl acetate. The solvent is removed and the residue is purified by silica gel chromatography to give 8.32 g (0.39 mole, 35%) of N-phenyl-3-methyl-2-pyridinecarboxamide. Starting materials: N=1N=C(NC1)C1=C(C=CC=C1)C(=O)N1CC2C(C1)CN(C2)C(=O)OC(C)(C)C (tert-Butyl 5-{[2-(4H-1,2,4-triazol-3-yl)phenyl]carbonyl}hexahydropyrrolo[3,4-c]pyrrole-2(1H)-carboxylate), N=1N(N=CC1)C=1C(=NC=CC1)C(=O)O (3-[1,2,3]triazol-2-yl-pyridine-2-carboxylic acid), N=1N(N=CC1)C=1C(=NC=CC1)C(=O)O (3-[1,2,3]triazol-2-yl-pyridine-2-carboxylic acid), N=1N=C(NC1)C1=C(C(=O)O)C=CC=C1 (2-(4H-[1,2,4]triazol-3-yl)benzoic acid). The product is N=1N(N=CC1)C=1C(=NC=CC1)C(=O)N1CC2C(C1)CN(C2)C(=O)OC(C)(C)C (tert-Butyl 5-(3-(2H-1,2,3-triazol-2-yl)picolinoyl)hexahydropyrrolo[3,4-c]pyrrole-2(1H)-carboxylate). As a reaction SMILES: N1N=C(C2C=CC=CC=2C([N:14]2[CH2:18][CH:17]3[CH2:19][N:20]([C:22]([O:24][C:25]([CH3:28])([CH3:27])[CH3:26])=[O:23])[CH2:21][CH:16]3[CH2:15]2)=O)NC=1.[N:29]1[N:30]([C:34]2[C:35]([C:40]([OH:42])=O)=[N:36][CH:37]=[CH:38][CH:39]=2)[N:31]=[CH:32][CH:33]=1.N1N=C(C2C=CC=CC=2C(O)=O)NC=1>>[N:31]1[N:30]([C:34]2[C:35]([C:40]([N:14]3[CH2:18][CH:17]4[CH2:19][N:20]([C:22]([O:24][C:25]([CH3:28])([CH3:27])[CH3:26])=[O:23])[CH2:21][CH:16]4[CH2:15]3)=[O:42])=[N:36][CH:37]=[CH:38][CH:39]=2)[N:29]=[CH:33][CH:32]=1. Procedure details: tert-Butyl 5-(3-(2H-1,2,3-triazol-2-yl)picolinoyl)hexahydropyrrolo[3,4-c]pyrrole-2(1H)-carboxylate was prepared in a manner analogous to Intermediate 59 substituting 3-[1,2,3]triazol-2-yl-pyridine-2-carboxylic acid (Intermediate 72) for 2-(4H-[1,2,4]triazol-3-yl)benzoic acid. MS (ESI) mass calculated for C19H24N6O3, 384.19; m/z found, 385.1.